Dataset: the Open Reaction Database (ORD), a public repository of structured organic reaction records. Task: describe an organic reaction: reactants, conditions, products, and yield Reactants: C(C=C)N(C)CCCCOC=1C=C2CCNC2=CC1 (Allyl-[4-(2,3-dihydro-1H-indol-5-yloxy)-butyl]-methyl-amine), ClC1=CC=C(C=C1)OC(=S)Cl (chloro-thioformic acid (4-chloro-phenyl)ester). Yields the product ClC1=CC=C(C=C1)OC(=S)N1CCC2=CC(=CC=C12)OCCCCN(C)CC=C (5-[4-(Allyl-methyl-amino)-butoxy]-2,3-dihydro-indole-1-carbothioic acid O-(4-chloro-phenyl)ester). RXN SMILES: [CH2:1]([N:4]([CH2:6][CH2:7][CH2:8][CH2:9][O:10][C:11]1[CH:12]=[C:13]2[C:17](=[CH:18][CH:19]=1)[NH:16][CH2:15][CH2:14]2)[CH3:5])[CH:2]=[CH2:3].[Cl:20][C:21]1[CH:26]=[CH:25][C:24]([O:27][C:28](Cl)=[S:29])=[CH:23][CH:22]=1>>[Cl:20][C:21]1[CH:26]=[CH:25][C:24]([O:27][C:28]([N:16]2[C:17]3[C:13](=[CH:12][C:11]([O:10][CH2:9][CH2:8][CH2:7][CH2:6][N:4]([CH2:1][CH:2]=[CH2:3])[CH3:5])=[CH:19][CH:18]=3)[CH2:14][CH2:15]2)=[S:29])=[CH:23][CH:22]=1. Procedure: In analogy to example 7.8, Allyl-[4-(2,3-dihydro-1H-indol-5-yloxy)-butyl]-methyl-amine and chloro-thioformic acid (4-chloro-phenyl)ester were converted to yield 5-[4-(Allyl-methyl-amino)-butoxy]-2,3-dihydro-indole-1-carbothioic acid O-(4-chloro-phenyl)ester as light grey waxy solid, MS: 431 (MH+, 1Cl). The reactants are O=C(O)C(F)(F)F, O, CC(C)(C)OC(=O)CNC(=O)C1=C(O)c2ccncc2C(C)(C)C1=O. RXN SMILES: [F:26][C:27]([F:28])([F:29])[C:30]([OH:31])=[O:32].[OH2:33].[OH:1][C:2]1=[C:11]([C:12](=[O:13])[NH:14][CH2:15][C:16](=[O:17])[O:18][C:19]([CH3:20])([CH3:21])[CH3:22])[C:10](=[O:23])[C:9]([CH3:24])([CH3:25])[c:8]2[c:3]1[cH:4][cH:5][n:6][cH:7]2>>[OH:1][C:2]1=[C:11]([C:12](=[O:13])[NH:14][CH2:15][C:16](=[O:17])[OH:18])[C:10](=[O:23])[C:9]([CH3:24])([CH3:25])[c:8]2[c:3]1[cH:4][cH:5][n:6][cH:7]2. Product: CC1(C)C(=O)C(C(=O)NCC(=O)O)=C(O)c2ccncc21. The reactants are Cl.NCCNC(OCC1=CC=CC=C1)=O (benzyl 2-aminoethylcarbamate hydrochloride), N1(C=NC=C1)C(=O)N (1H-imidazole-1-carboxamide). Yields the product N1(CCCCC1)CCNC(=O)NCCNC(OCC1=CC=CC=C1)=O (Benzyl 2-[({[2-(piperidinyl)ethyl]amino}carbonyl)amino]-ethylcarbamate). As a reaction SMILES: Cl.[NH2:2][CH2:3][CH2:4][NH:5][C:6](=[O:15])[O:7][CH2:8][C:9]1[CH:14]=[CH:13][CH:12]=[CH:11][CH:10]=1.[N:16]1([C:21](N)=[O:22])[CH:20]=[CH:19][N:18]=[CH:17]1>>[N:18]1([CH2:19][CH2:20][NH:16][C:21]([NH:2][CH2:3][CH2:4][NH:5][C:6](=[O:15])[O:7][CH2:8][C:9]2[CH:10]=[CH:11][CH:12]=[CH:13][CH:14]=2)=[O:22])[CH2:11][CH2:10][CH2:9][CH2:8][CH2:17]1 |f:0.1|. Reported procedure: Prepared from benzyl 2-aminoethylcarbamate hydrochloride and N-[2-1-piperidinyl)ethyl]-1H-imidazole-1-carboxamide (Preparation 18) by a similar procedure to Preparation 50. The title compound was obtained as a yellow oil. The reactants are CCOC(C)=O, CCN(C(C)C)C(C)C, COC(=O)NCCOC(c1cccc(Cl)c1)C1CCCNC1, CN(CC(N)CC1CCCCC1)C(=O)OC(C)(C)C, S=C(n1ccnc1)n1ccnc1. The product is COC(=O)NCCOC(c1cccc(Cl)c1)C1CCCN(C(=S)NC(CC2CCCCC2)CN(C)C(=O)OC(C)(C)C)C1. As a reaction SMILES: [CH3:63][CH2:64][O:65][C:66](=[O:67])[CH3:68].[CH:20]([N:21]([CH2:22][CH3:23])[CH:24]([CH3:25])[CH3:26])([CH3:27])[CH3:28].[Cl:29][c:30]1[cH:31][c:32]([CH:36]([O:37][CH2:38][CH2:39][NH:40][C:41]([O:42][CH3:43])=[O:44])[CH:45]2[CH2:46][NH:47][CH2:48][CH2:49][CH2:50]2)[cH:33][cH:34][cH:35]1.[NH2:1][CH:2]([CH2:3][N:4]([C:5]([O:6][C:7]([CH3:8])([CH3:9])[CH3:10])=[O:11])[CH3:12])[CH2:13][CH:14]1[CH2:15][CH2:16][CH2:17][CH2:18][CH2:19]1.[n:51]1([C:56]([n:52]2[cH:53][cH:54][n:55][cH:58]2)=[S:57])[cH:59][cH:60][n:61][cH:62]1>>[NH:1]([CH:2]([CH2:3][N:4]([C:5]([O:6][C:7]([CH3:8])([CH3:9])[CH3:10])=[O:11])[CH3:12])[CH2:13][CH:14]1[CH2:15][CH2:16][CH2:17][CH2:18][CH2:19]1)[C:56]([N:47]1[CH2:46][CH:45]([CH:36]([c:32]2[cH:31][c:30]([Cl:29])[cH:35][cH:34][cH:33]2)[O:37][CH2:38][CH2:39][NH:40][C:41]([O:42][CH3:43])=[O:44])[CH2:50][CH2:49][CH2:48]1)=[S:57]. Reactants: CCOC(=O)C (EtOAc), CeCl3, Mg Grignard reagent, ClC1CCN(CC1)C (4-chloro-1-methyl-piperidine), N#N (N2), CeCl3 THF, ClC=1C=C(C=CC1)SCC=1C(=NC=CC1)C(=O)N(C)OC (3-[(3-chlorophenyl)thiomethyl]-N-methoxy-N-methyl-2-pyridinecarboxamide). Run in C1CCOC1 (THF), C1CCOC1 (THF). Run at temperature -40 celsius, time 75 minute. The product is ClC=1C=C(C=CC1)SCC=1C(=NC=CC1)C(=O)C1CCN(CC1)C ([3-[(3-chlorophenyl)thiomethyl]-2-pyridinyl][1-methyl-4-piperidinyl]methanone). Isolated yield 64.0%. As a reaction SMILES: N#N.Cl[CH:4]1[CH2:9][CH2:8][N:7]([CH3:10])[CH2:6][CH2:5]1.[Cl:11][C:12]1[CH:13]=[C:14]([S:18][CH2:19][C:20]2[C:21]([C:26](N(OC)C)=[O:27])=[N:22][CH:23]=[CH:24][CH:25]=2)[CH:15]=[CH:16][CH:17]=1.CCOC(C)=O>C1COCC1>[Cl:11][C:12]1[CH:13]=[C:14]([S:18][CH2:19][C:20]2[C:21]([C:26]([CH:4]3[CH2:9][CH2:8][N:7]([CH3:10])[CH2:6][CH2:5]3)=[O:27])=[N:22][CH:23]=[CH:24][CH:25]=2)[CH:15]=[CH:16][CH:17]=1. Reported procedure: Anhydrous CeCl3 (1.1 g, 4.46 mmol) was placed in a 50 ml 2-necked flask and flamed out under vacuum. The vacuum was replaced with N2, and dry THF (20 ml) was added. The CeCl3/THF solution was stirred at room temperature for 16 hours and then cooled to -40° C., and the Mg-Grignard reagent from 4-chloro-1-methyl-piperidine (3 ml of an 0.8M stock solution in THF) was added. The resulting solution was stirred at -40° C. for 75 minutes, and then 3-[(3-chlorophenyl)thiomethyl]-N-methoxy-N-methyl-2-pyr... The reactants are C(C)(C)N1C=C(C2=CC=C(C=C12)NS(=O)(=O)C)B1OC(C(O1)(C)C)(C)C (N-[1-isopropyl-3-(4,4,5,5-tetramethyl-[1,3,2]dioxaborolan-2-yl)-1H-indol-6-yl]-methanesulfonamide), C([O-])([O-])=O.[K+].[K+] (potassium carbonate), BrC=1SC(=CC1)Cl (2-bromo-5-chloro-thiophene), O1CCOCC1 (dioxane). Reagents/catalysts: [Pd].C1(=CC=CC=C1)P(C1=CC=CC=C1)C1=CC=CC=C1.C1(=CC=CC=C1)P(C1=CC=CC=C1)C1=CC=CC=C1.C1(=CC=CC=C1)P(C1=CC=CC=C1)C1=CC=CC=C1.C1(=CC=CC=C1)P(C1=CC=CC=C1)C1=CC=CC=C1 (tetrakis(triphenylphosphine) palladium (0)). Run in C(C)(=O)OCC (ethyl acetate), O (water). Conditions: temperature 100 celsius. Yields the product ClC1=CC=C(S1)C1=CN(C2=CC(=CC=C12)NS(=O)(=O)C)C(C)C (N-[3-(5-Chloro-thiophen-2-yl)-1-isopropyl-1H-indol-6-yl]-methanesulfonamide). The yield is 34.5%. RXN SMILES: [CH:1]([N:4]1[C:12]2[C:7](=[CH:8][CH:9]=[C:10]([NH:13][S:14]([CH3:17])(=[O:16])=[O:15])[CH:11]=2)[C:6](B2OC(C)(C)C(C)(C)O2)=[CH:5]1)([CH3:3])[CH3:2].C(=O)([O-])[O-].[K+].[K+].Br[C:34]1[S:35][C:36]([Cl:39])=[CH:37][CH:38]=1.O1CCOCC1>C(OCC)(=O)C.[Pd].C1(P(C2C=CC=CC=2)C2C=CC=CC=2)C=CC=CC=1.C1(P(C2C=CC=CC=2)C2C=CC=CC=2)C=CC=CC=1.C1(P(C2C=CC=CC=2)C2C=CC=CC=2)C=CC=CC=1.C1(P(C2C=CC=CC=2)C2C=CC=CC=2)C=CC=CC=1.O>[Cl:39][C:36]1[S:35][C:34]([C:6]2[C:7]3[C:12](=[CH:11][C:10]([NH:13][S:14]([CH3:17])(=[O:15])=[O:16])=[CH:9][CH:8]=3)[N:4]([CH:1]([CH3:2])[CH3:3])[CH:5]=2)=[CH:38][CH:37]=1 |f:1.2.3,7.8.9.10.11|. Procedure: Method J Place N-[1-isopropyl-3-(4,4,5,5-tetramethyl-[1,3,2]dioxaborolan-2-yl)-1H-indol-6-yl]-methanesulfonamide (266 mg, 0.70 mmol), potassium carbonate (242 mg, 1.75 mmol), 2-bromo-5-chloro-thiophene (207 mg, 1.05 mmol), dioxane (6 mL) and water (1 mL), followed by addition of tetrakis(triphenylphosphine) palladium (0) (20 mg, 0.018 mmol) in a sealed tube under nitrogen. Heat the reaction mixture at 100° C. overnight, then cool to room temperature. Dilute the reaction mixture with ethyl acetat... Reactants: CSC=1SC(C(N1)=O)=CC=1C=C2C=NC=NC2=CC1 (2-methylsulfanyl-5-quinazolin-6-ylmethylene-thiazol-4-one), S1C(=NC=C1)N (thiazol-2-ylamine), CCN(C(C)C)C(C)C (DIEA). Product: N1=CN=CC2=CC(=CC=C12)\C=C/1\C(N=C(S1)NC=1SC=CN1)=O (5-[1-quinazolin-6-yl-meth-(Z)-ylidene]-2-(thiazol-2-ylamino)-thiazol-4-one). Reaction SMILES: CS[C:3]1[S:4][C:5](=[CH:9][C:10]2[CH:11]=[C:12]3[C:17](=[CH:18][CH:19]=2)[N:16]=[CH:15][N:14]=[CH:13]3)[C:6](=[O:8])[N:7]=1.[S:20]1[CH:24]=[CH:23][N:22]=[C:21]1[NH2:25].CCN(C(C)C)C(C)C>>[N:16]1[C:17]2[C:12](=[CH:11][C:10](/[CH:9]=[C:5]3/[C:6](=[O:8])[N:7]=[C:3]([NH:25][C:21]4[S:20][CH:24]=[CH:23][N:22]=4)[S:4]/3)=[CH:19][CH:18]=2)[CH:13]=[N:14][CH:15]=1. Procedure details: Similar procedure as described in example 1d was used, starting from 2-methylsulfanyl-5-quinazolin-6-ylmethylene-thiazol-4-one, thiazol-2-ylamine and DIEA to give 5-[1-quinazolin-6-yl-meth-(Z)-ylidene]-2-(thiazol-2-ylamino)-thiazol-4-one: LC-MS m/e observed. LC-MS m/e 340 (MH+).